Dataset: the Open Reaction Database (ORD), a public repository of structured organic reaction records. Task: describe an organic reaction: reactants, conditions, products, and yield Starting materials: CN(C)CCNc1nc2ccc3c(c2[n+]([O-])n1)CCCC3, ClCCl, O=C(O)C(F)(F)F, O=C(OC(=O)C(F)(F)F)C(F)(F)F, N, OO. Product: CN(C)CCNc1n[n+]([O-])c2c3c(ccc2[n+]1[O-])CCCC3. Reaction SMILES: [CH3:16][N:17]([CH2:18][CH2:19][NH:20][c:21]1[n:22][n+:23]([O-:35])[c:24]2[c:25]([n:26]1)[cH:27][cH:28][c:29]1[c:34]2[CH2:33][CH2:32][CH2:31][CH2:30]1)[CH3:36].[Cl:44][CH2:45][Cl:46].[F:37][C:38]([F:39])([F:40])[C:41]([OH:42])=[O:43].[F:3][C:4]([F:5])([F:7])[C:8](=[O:6])[O:9][C:10](=[O:11])[C:12]([F:13])([F:14])[F:15].[NH3:47].[OH:1][OH:2]>>[O-:6][n+:26]1[c:21]([NH:20][CH2:19][CH2:18][N:17]([CH3:16])[CH3:36])[n:22][n+:23]([O-:35])[c:24]2[c:25]1[cH:27][cH:28][c:29]1[c:34]2[CH2:33][CH2:32][CH2:31][CH2:30]1. As a reaction SMILES: [Cl:1][C:2]1[C:10]2[N:9]=[C:8]([NH:11][C:12]3[C:17]([CH3:18])=[CH:16][C:15]([Cl:19])=[CH:14][C:13]=3[O:20][CH3:21])[N:7]([CH2:22][C:23](OC(C)C)=[O:24])[C:6]=2[C:5]([CH:29]([CH2:32][CH3:33])[CH2:30][CH3:31])=[CH:4][CH:3]=1.[BH4-].[Li+]>O1CCCC1>[Cl:1][C:2]1[C:10]2[N:9]=[C:8]([NH:11][C:12]3[C:17]([CH3:18])=[CH:16][C:15]([Cl:19])=[CH:14][C:13]=3[O:20][CH3:21])[N:7]([CH2:22][CH2:23][OH:24])[C:6]=2[C:5]([CH:29]([CH2:32][CH3:33])[CH2:30][CH3:31])=[CH:4][CH:3]=1 |f:1.2|. The yield is 62.3%. Product: ClC1=CC=C(C=2N(C(=NC21)NC2=C(C=C(C=C2C)Cl)OC)CCO)C(CC)CC (2-[4-Chloro-2-[(4-chloro-2-methoxy-6-methylphenyl)amino]-7-(1-ethylpropyl)-1H-benzimidazol-1-yl]ethanol). Reported procedure: To a solution of isopropyl [4-chloro-2-[(4-chloro-2-methoxy-6-methylphenyl)amino]-7-(1-ethylpropyl)-1H-benzimidazol-1-yl]acetate (453 mg, 0.920 mmol) in tetrahydrofuran (5 mL) was added lithium tetrahydroborate (60 mg, 2.76 mmol), and the mixture was refluxed for 2 hr. After cooling, the reaction mixture was quenched with water and extracted with ethyl acetate (×2). The combined organic layer was washed with brine, dried over anhydrous sodium sulfate and concentrated in vacuo. The residual solid... Reactants: ClC1=CC=C(C=2N(C(=NC21)NC2=C(C=C(C=C2C)Cl)OC)CC(=O)OC(C)C)C(CC)CC (isopropyl [4-chloro-2-[(4-chloro-2-methoxy-6-methylphenyl)amino]-7-(1-ethylpropyl)-1H-benzimidazol-1-yl]acetate), [BH4-].[Li+] (lithium tetrahydroborate). Solvent: O1CCCC1 (tetrahydrofuran). Reactants: C(C)OC1=CC2=C(N(C(N2C2CCCCC2)=O)S(=O)(=O)C2=C(C=C(C=C2)N)OC)C=C1 (5-Ethoxy-1,3-dihydro-1-(2-methoxy-4-aminobenzenesulfonyl)-3-cyclohexyl-2H-benzimidazol-2-one), N1=CC=CC=C1 (pyridine), CC1=C(C(=O)Cl)C=CC=C1 (2-methylbenzoyl chloride). Run in C(Cl)Cl (DCM), C(Cl)Cl (DCM). Conditions: time 16 hour. The product is C(C)OC1=CC2=C(N(C(N2C2CCCCC2)=O)S(=O)(=O)C2=C(C=C(C=C2)NC(=O)C2=C(C=CC=C2)C)OC)C=C1 (5-Ethoxy-1,3-dihydro-1-[2-methoxy-4-(2-methylphenylcarbonylamino)benzenesulfonyl]-3-cyclohexyl-2H-benzimidazol-2-one). Reaction SMILES: [CH2:1]([O:3][C:4]1[CH:31]=[CH:30][C:7]2[N:8]([S:18]([C:21]3[CH:26]=[CH:25][C:24]([NH2:27])=[CH:23][C:22]=3[O:28][CH3:29])(=[O:20])=[O:19])[C:9](=[O:17])[N:10]([CH:11]3[CH2:16][CH2:15][CH2:14][CH2:13][CH2:12]3)[C:6]=2[CH:5]=1)[CH3:2].N1C=CC=CC=1.[CH3:38][C:39]1[CH:47]=[CH:46][CH:45]=[CH:44][C:40]=1[C:41](Cl)=[O:42]>C(Cl)Cl>[CH2:1]([O:3][C:4]1[CH:31]=[CH:30][C:7]2[N:8]([S:18]([C:21]3[CH:26]=[CH:25][C:24]([NH:27][C:41]([C:40]4[CH:44]=[CH:45][CH:46]=[CH:47][C:39]=4[CH3:38])=[O:42])=[CH:23][C:22]=3[O:28][CH3:29])(=[O:19])=[O:20])[C:9](=[O:17])[N:10]([CH:11]3[CH2:16][CH2:15][CH2:14][CH2:13][CH2:12]3)[C:6]=2[CH:5]=1)[CH3:2]. Procedure details: 0.46 g of the compound prepared in Example 5 step B), 20 ml of DCM and 0.5 g of pyridine were mixed at 20° C. and 0.18 g of 2-methylbenzoyl chloride in 10 ml of DCM was then added. The reaction mixture was stirred for 16 hours and then concentrated under vacuum. The residue was washed with water, with 1N hydrochloric acid, with 10% sodium carbonate and then with water. It was dried over sodium sulfate and the solvent was then evaporated off to dryness to give the expected product in the form of ...